From a dataset of the Open Reaction Database (ORD), a public repository of structured organic reaction records. describe an organic reaction: reactants, conditions, products, and yield The reactants are CC(=O)OC(C)=O, CN(C)c1ccncc1, O, c1ccncc1, CCCCCCCCCCCCCCOc1ccc(C(=O)NCc2ccccn2)cc1. As a reaction SMILES: [CH3:32][C:33](=[O:34])[O:35][C:36](=[O:37])[CH3:38].[CH3:45][N:46]([CH3:47])[c:48]1[cH:49][cH:50][n:51][cH:52][cH:53]1.[OH2:54].[cH:39]1[cH:40][cH:41][n:42][cH:43][cH:44]1.[n:1]1[c:2]([CH2:7][NH:8][C:9]([c:10]2[cH:11][cH:12][c:13]([O:16][CH2:17][CH2:18][CH2:19][CH2:20][CH2:21][CH2:22][CH2:23][CH2:24][CH2:25][CH2:26][CH2:27][CH2:28][CH2:29][CH3:30])[cH:14][cH:15]2)=[O:31])[cH:3][cH:4][cH:5][cH:6]1>>[n:1]1[c:2]([CH2:7][N:8]([C:9]([c:10]2[cH:11][cH:12][c:13]([O:16][CH2:17][CH2:18][CH2:19][CH2:20][CH2:21][CH2:22][CH2:23][CH2:24][CH2:25][CH2:26][CH2:27][CH2:28][CH2:29][CH3:30])[cH:14][cH:15]2)=[O:31])[C:33]([CH3:32])=[O:34])[cH:3][cH:4][cH:5][cH:6]1. Yields the product CCCCCCCCCCCCCCOc1ccc(C(=O)N(Cc2ccccn2)C(C)=O)cc1. The reactants are O=C([O-])O, CO, CCOC(C)=O, Cl, NO, [Na+], O, COc1cc2c(cc1OS(N)(=O)=O)CCC1C2CCC2(C)C(=O)CCC12. The product is COc1cc2c(cc1OS(N)(=O)=O)CCC1C2CCC2(C)C(=NO)CCC12. Reaction SMILES: [C:30](=[O:31])([OH:32])[O-:33].[CH3:36][OH:37].[CH3:38][CH2:39][O:40][C:41](=[O:42])[CH3:43].[ClH:27].[NH2:28][OH:29].[Na+:34].[OH2:35].[S:1]([NH2:2])([O:3][c:4]1[cH:5][c:6]2[c:19]([cH:20][c:21]1[O:22][CH3:23])[CH:18]1[CH:9]([CH2:8][CH2:7]2)[CH:10]2[CH2:11][CH2:12][C:13](=[O:24])[C:14]2([CH3:15])[CH2:16][CH2:17]1)(=[O:25])=[O:26]>>[S:1]([NH2:2])([O:3][c:4]1[cH:5][c:6]2[c:19]([cH:20][c:21]1[O:22][CH3:23])[CH:18]1[CH:9]([CH2:8][CH2:7]2)[CH:10]2[CH2:11][CH2:12][C:13](=[N:28][OH:29])[C:14]2([CH3:15])[CH2:16][CH2:17]1)(=[O:25])=[O:26]. Starting materials: Cc1ccccc1, Cc1cc(C)c(CO)c(-c2ccc(F)c(C)c2)c1, O=S(Cl)Cl. The product is Cc1cc(C)c(CCl)c(-c2ccc(F)c(C)c2)c1. As a reaction SMILES: [CH3:23][c:24]1[cH:25][cH:26][cH:27][cH:28][cH:29]1.[F:1][c:2]1[c:3]([CH3:18])[cH:4][c:5](-[c:8]2[c:9]([CH2:16][OH:17])[c:10]([CH3:15])[cH:11][c:12]([CH3:14])[cH:13]2)[cH:6][cH:7]1.[S:19]([Cl:20])([Cl:21])=[O:22]>>[F:1][c:2]1[c:3]([CH3:18])[cH:4][c:5](-[c:8]2[c:9]([CH2:16][Cl:21])[c:10]([CH3:15])[cH:11][c:12]([CH3:14])[cH:13]2)[cH:6][cH:7]1. The reactants are C1(=CC=CC=C1)S (thiophenol), [OH-].[K+] (potassium hydroxide), ClC1=C(C=C(C=C1)[N+](=O)[O-])C#N (4-Chloro-3-cyanonitrobenzene), [K].C1(=CC=CC=C1)S (thiophenol potassium salt). Solvent: CO (methanol), CN(C=O)C (N,N-dimethylformamide). Conditions: temperature 105 celsius, time 2.5 hour. Product: C1(=CC=CC=C1)SC1=C(C=C(C=C1)[N+](=O)[O-])C#N (4-Nitro-2-cyanophenyl phenyl sulfide). RXN SMILES: Cl[C:2]1[CH:7]=[CH:6][C:5]([N+:8]([O-:10])=[O:9])=[CH:4][C:3]=1[C:11]#[N:12].[K].[C:14]1([SH:20])[CH:19]=[CH:18][CH:17]=[CH:16][CH:15]=1.C1(S)C=CC=CC=1.[OH-].[K+]>CO.CN(C)C=O>[C:14]1([S:20][C:2]2[CH:7]=[CH:6][C:5]([N+:8]([O-:10])=[O:9])=[CH:4][C:3]=2[C:11]#[N:12])[CH:19]=[CH:18][CH:17]=[CH:16][CH:15]=1 |f:1.2,4.5,^1:12|. Reported procedure: 4-Chloro-3-cyanonitrobenzene (12.5 g, 6.84 mmol) was added portionwise to a stirred N,N-dimethylformamide (50 mL) solution of thiophenol potassium salt [prepared by adding thiophenol (7.1 mL, 6.9 mmol) to a solution of potassium hydroxide (3.84 g, 6.84 mmol) in methanol followed by removal of the methanol in vacuo]. After stirring at 105° C. for 2.5 hours the mixture was poured into ice-water, filtered, the collected solid washed with water, dissolved in 300 mL of refluxing ethanol (charcoal), f... The reactants are COC(CCC1=C(C=C(C=C1)OC1=C(C=CC(=C1)Br)F)C)=O (3-[4-(5-bromo-2-fluoro-phenoxy)-2-methyl-phenyl]-propionic acid methyl ester), C(C)C1=CC(=C(C=C1)O)OC1=CC=CC=C1 (4-ethyl-2-phenoxy-phenol), C30H27FO5. Product: C(C)C1=CC(=C(OC=2C=CC(=C(OC3=CC(=C(C=C3)CCC(=O)O)C)C2)F)C=C1)OC1=CC=CC=C1 (3-{4-[5-(4-Ethyl-2-phenoxy-phenoxy)-2-fluoro-phenoxy]-2-methyl-phenyl}-propionic acid). RXN SMILES: C[O:2][C:3](=[O:22])[CH2:4][CH2:5][C:6]1[CH:11]=[CH:10][C:9]([O:12][C:13]2[CH:18]=[C:17](Br)[CH:16]=[CH:15][C:14]=2[F:20])=[CH:8][C:7]=1[CH3:21].[CH2:23]([C:25]1[CH:30]=[CH:29][C:28]([OH:31])=[C:27]([O:32][C:33]2[CH:38]=[CH:37][CH:36]=[CH:35][CH:34]=2)[CH:26]=1)[CH3:24]>>[CH2:23]([C:25]1[CH:30]=[CH:29][C:28]([O:31][C:17]2[CH:16]=[CH:15][C:14]([F:20])=[C:13]([CH:18]=2)[O:12][C:9]2[CH:10]=[CH:11][C:6]([CH2:5][CH2:4][C:3]([OH:2])=[O:22])=[C:7]([CH3:21])[CH:8]=2)=[C:27]([O:32][C:33]2[CH:38]=[CH:37][CH:36]=[CH:35][CH:34]=2)[CH:26]=1)[CH3:24]. Procedure: The title compound is prepared according to Example 13, Step C by using 3-[4-(5-bromo-2-fluoro-phenoxy)-2-methyl-phenyl]-propionic acid methyl ester and 4-ethyl-2-phenoxy-phenol to afford 15 mg (11%). 1H NMR (400 MHz, CDCl3); MS (ES+) m/z mass calcd for C30H27FO5 486, found 487 (M+1, 100%). Reactants: COC(C(=O)O)C1=CC=C(C=C1)OCC1=NC=CC=C1 (2-methoxy-2-[4-(pyrid-2-ylmethoxy)phenyl]acetic acid), C16H18N2O4, C1=C(C=CC2=CC=CC=C12)COC=1C=C(C=CC1)C(CCCC1=CC=CC=C1)ON=CC(=O)O ({[1-(3-[2-naphthylmethoxy]phenyl)-4-phenylbutyl]oximino}acetic acid), N (NH3). Product: ON(C(C(C1=CC=C(C=C1)OCC1=NC=CC=C1)OC)=O)C (2-Methoxy-2-[4-(pyrid-2-yl-methoxy)phenyl]acetic acid N-hydroxy-N-methyl-amide). As a reaction SMILES: [CH3:1][O:2][CH:3]([C:7]1[CH:12]=[CH:11][C:10]([O:13][CH2:14][C:15]2[CH:20]=[CH:19][CH:18]=[CH:17][N:16]=2)=[CH:9][CH:8]=1)[C:4](O)=[O:5].C1C2C(=CC=CC=2)C=CC=1COC1C=C(C([O:49][N:50]=[CH:51]C(O)=O)CCCC2C=CC=CC=2)C=CC=1.N>>[OH:49][N:50]([CH3:51])[C:4](=[O:5])[CH:3]([O:2][CH3:1])[C:7]1[CH:12]=[CH:11][C:10]([O:13][CH2:14][C:15]2[CH:20]=[CH:19][CH:18]=[CH:17][N:16]=2)=[CH:9][CH:8]=1. Procedure: The desired material was prepared according to the procedures described in Example 5 substituting 2-methoxy-2-[4-(pyrid-2-ylmethoxy)phenyl]acetic acid for {[1-(3-[2-naphthylmethoxy]phenyl)-4-phenylbutyl]oximino}acetic acid. 1H NMR (DMSO-d6, 300 MHz) δ 3.07 (s, 3H), 3.12 (s, 3H), 5.18 (s, 2H), 5.23 (s, 1H), 7.0 (d, J=7Hz, 2H), 7.3 (d, J=7Hz, 2H), 7.34 (m, 1H), 7.5 (d, J=7Hz, 1H), 7.83 (dt, J=7Hz, 2Hz, 1H), 8.04 (m, 1H), 9.9 (bs, 1H). IR (CDCl3): 3620, 3500, 1640, 1610 cm-1. MS (DCI/NH3) m/e 301 (... Reactants: BrC(C(=O)OC)C(=O)C1=CC=C(C=C1)F (methyl 2-bromo-3-(4-fluorophenyl)-3-oxopropanoate), COC1=CC=C(C(N)=S)C=C1 (4-methoxybenzo-thioamide). Solvent: CC#N (MeCN). Reaction conditions: time 18 hour. Yields the product FC1=CC=C(C=C1)C=1N=C(SC1C(=O)OC)C1=CC=C(C=C1)OC (methyl 4-(4-fluorophenyl)-2-(4-methoxyphenyl)thiazole-5-carboxylate). Isolated yield 22.2%. Reaction SMILES: Br[CH:2]([C:7]([C:9]1[CH:14]=[CH:13][C:12]([F:15])=[CH:11][CH:10]=1)=O)[C:3]([O:5][CH3:6])=[O:4].[CH3:16][O:17][C:18]1[CH:26]=[CH:25][C:21]([C:22](=[S:24])[NH2:23])=[CH:20][CH:19]=1>CC#N>[F:15][C:12]1[CH:13]=[CH:14][C:9]([C:7]2[N:23]=[C:22]([C:21]3[CH:25]=[CH:26][C:18]([O:17][CH3:16])=[CH:19][CH:20]=3)[S:24][C:2]=2[C:3]([O:5][CH3:6])=[O:4])=[CH:10][CH:11]=1. Procedure details: To a stirring solution of methyl 2-bromo-3-(4-fluorophenyl)-3-oxopropanoate 78 (1 equiv, 1.15 g, 4.2 mmol) in MeCN at room temperature was added 4-methoxybenzo-thioamide 77 (1 equiv, 700 mg, 4.2 mmol) and the reaction mixture was stirred for 18 h. The solvent was evaporated and the residue purified by trituration with diethyl ether to afford methyl 4-(4-fluorophenyl)-2-(4-methoxyphenyl)thiazole-5-carboxylate 79 (320 mg, 22% yield). LRMS (ESI): (calc) 343.37 (found) 344.235 (MH+)+. Starting materials: CCCC1CCC(C2CCC(C=Cc3ccc(F)c(F)c3)CC2)CC1, CCOC(C)=O. Yields the product CCCC1CCC(C2CCC(CCc3ccc(F)c(F)c3)CC2)CC1. RXN SMILES: [CH2:1]([CH2:2][CH3:3])[CH:4]1[CH2:5][CH2:6][CH:7]([CH:10]2[CH2:11][CH2:12][CH:13]([CH:16]=[CH:17][c:18]3[cH:19][c:20]([F:25])[c:21]([F:24])[cH:22][cH:23]3)[CH2:14][CH2:15]2)[CH2:8][CH2:9]1.[CH3:26][CH2:27][O:28][C:29](=[O:30])[CH3:31]>>[CH2:1]([CH2:2][CH3:3])[CH:4]1[CH2:5][CH2:6][CH:7]([CH:10]2[CH2:11][CH2:12][CH:13]([CH2:16][CH2:17][c:18]3[cH:19][c:20]([F:25])[c:21]([F:24])[cH:22][cH:23]3)[CH2:14][CH2:15]2)[CH2:8][CH2:9]1.